Dataset: the Open Reaction Database (ORD), a public repository of structured organic reaction records. Task: describe an organic reaction: reactants, conditions, products, and yield Starting materials: COC(=O)C#N, C1CCOC1, C[Si](C)(C)[N-][Si](C)(C)C, [Cl-], [Li+], [NH4+], O=C1CCSc2ccccc21. The product is COC(=O)C1CSc2ccccc2C1=O. Reaction SMILES: [C:22](#[N:23])[C:24](=[O:25])[O:26][CH3:27].[CH2:30]1[O:31][CH2:32][CH2:33][CH2:34]1.[CH3:2][Si:3]([N-:4][Si:5]([CH3:6])([CH3:7])[CH3:8])([CH3:9])[CH3:10].[Cl-:28].[Li+:1].[NH4+:29].[S:11]1[CH2:12][CH2:13][C:14](=[O:21])[c:15]2[cH:16][cH:17][cH:18][cH:19][c:20]21>>[S:11]1[CH2:12][CH:13]([C:24](=[O:25])[O:26][CH3:27])[C:14](=[O:21])[c:15]2[cH:16][cH:17][cH:18][cH:19][c:20]21. Starting materials: Cc1ccc2ccc(SC(=O)N(C)C)cc2n1, O=[Se]=O. The product is CN(C)C(=O)Sc1ccc2ccc(C=O)nc2c1. Reaction SMILES: [CH3:4][N:5]([C:6]([S:7][c:8]1[cH:9][cH:10][c:11]2[cH:12][cH:13][c:14]([CH3:18])[n:15][c:16]2[cH:17]1)=[O:19])[CH3:20].[Se:1](=[O:2])=[O:3]>>[O:2]=[CH:18][c:14]1[cH:13][cH:12][c:11]2[cH:10][cH:9][c:8]([S:7][C:6]([N:5]([CH3:4])[CH3:20])=[O:19])[cH:17][c:16]2[n:15]1. Reactants: NC1=NC(=CC(=N1)N1CC2=CC(=CC=C2CC1)C=1C=CC(=NC1)C(=O)O)N1CCN(CC1)C (5-{2-[2-amino-6-(4-methylpiperazin-1-yl)pyrimidin-4-yl]-1,2,3,4-tetrahydroisoquinolin-7-yl}pyridine-2-carboxylic acid), N[C@@H]1CC[C@H](CC1)O (trans-4-aminocyclohexanol). Product: NC1=NC(=CC(=N1)N1CC2=CC(=CC=C2CC1)C=1C=CC(=NC1)C(=O)N[C@@H]1CC[C@H](CC1)O)N1CCN(CC1)C (5-{2-[2-Amino-6-(4-methylpiperazin-1-yl)pyrimidin-4-yl]-1,2,3,4-tetrahydroisoquinolin-7-yl}-N-(trans-4-hydroxycyclohexyl)pyridine-2-carboxamide). As a reaction SMILES: [NH2:1][C:2]1[N:7]=[C:6]([N:8]2[CH2:17][CH2:16][C:15]3[C:10](=[CH:11][C:12]([C:18]4[CH:19]=[CH:20][C:21]([C:24](O)=[O:25])=[N:22][CH:23]=4)=[CH:13][CH:14]=3)[CH2:9]2)[CH:5]=[C:4]([N:27]2[CH2:32][CH2:31][N:30]([CH3:33])[CH2:29][CH2:28]2)[N:3]=1.[NH2:34][C@H:35]1[CH2:40][CH2:39][C@H:38]([OH:41])[CH2:37][CH2:36]1>>[NH2:1][C:2]1[N:7]=[C:6]([N:8]2[CH2:17][CH2:16][C:15]3[C:10](=[CH:11][C:12]([C:18]4[CH:19]=[CH:20][C:21]([C:24]([NH:34][C@H:35]5[CH2:40][CH2:39][C@H:38]([OH:41])[CH2:37][CH2:36]5)=[O:25])=[N:22][CH:23]=4)=[CH:13][CH:14]=3)[CH2:9]2)[CH:5]=[C:4]([N:27]2[CH2:28][CH2:29][N:30]([CH3:33])[CH2:31][CH2:32]2)[N:3]=1. Reported procedure: This compound was prepared by using procedures analogous to those described for the synthesis of Example 18 starting from 5-{2-[2-amino-6-(4-methylpiperazin-1-yl)pyrimidin-4-yl]-1,2,3,4-tetrahydroisoquinolin-7-yl}pyridine-2-carboxylic acid and trans-4-aminocyclohexanol (Acros Organics, Cat. 34668). LCMS (M+H)+: m/z=543.4. Starting materials: O([Si](C)(C)C(C)(C)C)CCC1=CC=C(C=C1)Br (4-(2-t-butyldimethylsiloxyethyl)bromobenzene), C(C=C)(=O)OC (methyl acrylate), CN(CCN(C)C)C (N,N,N',N'-tetramethylethylenediamine). Reagents/catalysts: C(C)(=O)[O-].[Pd+2].C(C)(=O)[O-] (palladium(II) acetate), C1(=CC=CC=C1)P(C1=CC=CC=C1)C1=CC=CC=C1 (triphenylphosphine). The solvent is C(Cl)Cl (methylene chloride). Conditions: temperature 140 celsius. The product is O([Si](C)(C)C(C)(C)C)CCC1=CC=C(C=CC(=O)OC)C=C1 (methyl 4-(2-t-butyldimethylsiloxyethyl)cinnamate). Yield: 92.5%. As a reaction SMILES: [O:1]([CH2:9][CH2:10][C:11]1[CH:16]=[CH:15][C:14](Br)=[CH:13][CH:12]=1)[Si:2]([C:5]([CH3:8])([CH3:7])[CH3:6])([CH3:4])[CH3:3].[C:18]([O:22][CH3:23])(=[O:21])[CH:19]=[CH2:20].CN(C)CCN(C)C>C([O-])(=O)C.[Pd+2].C([O-])(=O)C.C1(P(C2C=CC=CC=2)C2C=CC=CC=2)C=CC=CC=1.C(Cl)Cl>[O:1]([CH2:9][CH2:10][C:11]1[CH:16]=[CH:15][C:14]([CH:20]=[CH:19][C:18]([O:22][CH3:23])=[O:21])=[CH:13][CH:12]=1)[Si:2]([C:5]([CH3:8])([CH3:7])[CH3:6])([CH3:4])[CH3:3] |f:3.4.5|. Procedure: A mixture of 4-(2-t-butyldimethylsiloxyethyl)bromobenzene (1.00 g), methyl acrylate (0.55 g), palladium(II) acetate (0.010 g), triphenylphosphine (0.017 g) and N,N,N',N'-tetramethylethylenediamine (0.48 ml) was heated at 140° C. for 24 hours under an atmosphere of argon. To the reaction mixture was added methylene chloride (30 ml), the formed insoluble materials were removed by filtration through a celite column, and the filtrate was concentrated under reduced pressure. To the residue was added ... Starting materials: CC(C)NC(=O)C1OC1C1=CC(=CC=C1)OC (N-(1-methylethyl)-3-(3-methoxyphenyl)-2-oxiranecarboxamide), C1(=CC=CC=C1)O (phenol), [H-].[Na+] (sodium hydride), C1COCCOCCOCCOCCOCCO1 (18-crown-6). Solvent: C(C)#N (acetonitrile). Yields the product OC(C(=O)NC(C)C)C(C1=CC(=CC=C1)OC)OC1=CC=CC=C1 (α-Hydroxy-β-Phenoxy-N-(1-Methylethyl)-3-Methoxybenzenepropanamide). RXN SMILES: [CH3:1][CH:2]([NH:4][C:5]([CH:7]1[CH:9]([C:10]2[CH:15]=[CH:14][CH:13]=[C:12]([O:16][CH3:17])[CH:11]=2)[O:8]1)=[O:6])[CH3:3].[C:18]1(O)[CH:23]=[CH:22][CH:21]=[CH:20][CH:19]=1.[H-].[Na+].C1OCCOCCOCCOCCOCC[O:29]C1>C(#N)C>[OH:29][CH:7]([CH:9]([O:8][C:18]1[CH:23]=[CH:22][CH:21]=[CH:20][CH:19]=1)[C:10]1[CH:15]=[CH:14][CH:13]=[C:12]([O:16][CH3:17])[CH:11]=1)[C:5]([NH:4][CH:2]([CH3:1])[CH3:3])=[O:6] |f:2.3|. Procedure: This compound was prepared from N-(1-methylethyl)-3-(3-methoxyphenyl)-2-oxiranecarboxamide (14.3 g.), phenol (6.0 g.), sodium hydride (50% oil dispersion, 3.2 g.), 18-crown-6 (1.8 g.), and acetonitrile (500 ml.) as described in Example 12. The compound obtained as an oil was used directly in the subsequent reaction. Reactants: aqueous solution, [OH-].[Na+] (sodium hydroxide), NC1=C(C=C(C=C1)O)F (4-Amino-3-fluorophenol), CC(C)([O-])C.[K+] (potassium tert-butoxide), ClC1=CC(=NC=C1)C(=O)N (4-Chloropyridine-2-carboxamide). The solvent is CS(=O)C (dimethyl sulfoxide). Reaction conditions: time 15 minute. The product is NC1=C(C=C(OC2=CC=NC=C2)C=C1)F (4-(4-Amino-3-fluorophenoxy)pyridine). Isolated yield 90.2%. Reaction SMILES: [NH2:1][C:2]1[CH:7]=[CH:6][C:5]([OH:8])=[CH:4][C:3]=1[F:9].CC(C)([O-])C.[K+].Cl[C:17]1[CH:22]=[CH:21][N:20]=[C:19](C(N)=O)[CH:18]=1.[OH-].[Na+]>CS(C)=O>[NH2:1][C:2]1[CH:7]=[CH:6][C:5]([O:8][C:17]2[CH:22]=[CH:21][N:20]=[CH:19][CH:18]=2)=[CH:4][C:3]=1[F:9] |f:1.2,4.5|. Procedure details: 4-Amino-3-fluorophenol (5.7 g) was dissolved in dimethyl sulfoxide (57 ml) under a nitrogen stream, potassium tert-butoxide (5.6 g) was added at room temperature, and the reaction mixture was stirred for 15 minutes. 4-Chloropyridine-2-carboxamide (5.0 g) was added to the reaction mixture, followed by stirring in an oil bath at 80° C. (external temperature) under a nitrogen stream for 50 minutes. The reaction mixture was allowed to cool down to room temperature. A 1N aqueous solution of sodium hy... Reactants: C(C)OC(CC1CCN(CC1)C(C(C(NC(C1=C(C=C(C=C1)C#N)F)=O)CC)(C)C)=O)=O (ethyl-N-(N-(4-cyano-2-fluorobenzoyl)-β-ethyl-α,α-dimethyl-β-alanyl)-4-piperidineacetate), FC1=CC=C(C=C1)N1CCNCC1 (1-(4-fluorophenyl) piperazine), amine. The product is C(C)OC(CC1CCN(CC1)C(C(C(NC(C1=C(C=C(C=C1)C(=N)N1CCN(CC1)C1=CC=C(C=C1)F)F)=O)CC)(C)C)=O)=O (Ethyl-N-(N-(4-(4-(4-fluorophenyl)-1-piperazinoimidoyl)-2-fluorobenzoyl)-β-ethyl-α,α-dimethyl-β-alanyl)-4-piperidineacetate). Isolated yield 19.2%. Reaction SMILES: [CH2:1]([O:3][C:4](=[O:32])[CH2:5][CH:6]1[CH2:11][CH2:10][N:9]([C:12](=[O:31])[C:13]([CH3:30])([CH3:29])[CH:14]([CH2:27][CH3:28])[NH:15][C:16](=[O:26])[C:17]2[CH:22]=[CH:21][C:20]([C:23]#[N:24])=[CH:19][C:18]=2[F:25])[CH2:8][CH2:7]1)[CH3:2].[F:33][C:34]1[CH:39]=[CH:38][C:37]([N:40]2[CH2:45][CH2:44][NH:43][CH2:42][CH2:41]2)=[CH:36][CH:35]=1>>[CH2:1]([O:3][C:4](=[O:32])[CH2:5][CH:6]1[CH2:7][CH2:8][N:9]([C:12](=[O:31])[C:13]([CH3:30])([CH3:29])[CH:14]([CH2:27][CH3:28])[NH:15][C:16](=[O:26])[C:17]2[CH:22]=[CH:21][C:20]([C:23]([N:43]3[CH2:42][CH2:41][N:40]([C:37]4[CH:36]=[CH:35][C:34]([F:33])=[CH:39][CH:38]=4)[CH2:45][CH2:44]3)=[NH:24])=[CH:19][C:18]=2[F:25])[CH2:10][CH2:11]1)[CH3:2]. Procedure: The same procedure as in Example 45 was performed with ethyl-N-(N-(4-cyano-2-fluorobenzoyl)-β-ethyl-α,α-dimethyl-β-alanyl)-4-piperidineacetate (1.48 g, 3.3 mmol) by using 1-(4-fluorophenyl) piperazine (5.9 g) as an amine to yield the titled compound (396 mg, 19%). The reactants are CC(C)C(=O)Nc1cccc(C2CCNCC2)c1, CCOC(=O)c1c(C=O)c(C)n(-c2ccccc2)c1C. As a reaction SMILES: [CH3:21][CH:22]([C:23](=[O:24])[NH:25][c:26]1[cH:27][c:28]([CH:32]2[CH2:33][CH2:34][NH:35][CH2:36][CH2:37]2)[cH:29][cH:30][cH:31]1)[CH3:38].[CH:1](=[O:2])[c:3]1[c:4]([C:16](=[O:17])[O:18][CH2:19][CH3:20])[c:5]([CH3:15])[n:6](-[c:9]2[cH:10][cH:11][cH:12][cH:13][cH:14]2)[c:7]1[CH3:8]>>[CH2:1]([c:3]1[c:4]([C:16](=[O:17])[O:18][CH2:19][CH3:20])[c:5]([CH3:15])[n:6](-[c:9]2[cH:10][cH:11][cH:12][cH:13][cH:14]2)[c:7]1[CH3:8])[N:35]1[CH2:34][CH2:33][CH:32]([c:28]2[cH:27][c:26]([NH:25][C:23]([CH:22]([CH3:21])[CH3:38])=[O:24])[cH:31][cH:30][cH:29]2)[CH2:37][CH2:36]1. The product is CCOC(=O)c1c(CN2CCC(c3cccc(NC(=O)C(C)C)c3)CC2)c(C)n(-c2ccccc2)c1C.